From a dataset of the Open Reaction Database (ORD), a public repository of structured organic reaction records. describe an organic reaction: reactants, conditions, products, and yield The reactants are BrC1=CC=C(O[C@H](C(C#CC=2C=NC=CC2)O)CC)C=C1 ((3RS,4S)-4-(4-bromophenoxy)-1-pyridin-3-yl-hex-1-yn-3-ol). Reagents/catalysts: [Rh] (rhodium on carbon). The solvent is C(C)(=O)OCC (ethyl acetate). Yields the product BrC1=CC=C(O[C@H]([C@@H](CCC=2C=NC=CC2)O)CC)C=C1 ((3R,4S)-4-(4-Bromophenoxy)-1-pyridin-3-yl-hexan-3-ol). As a reaction SMILES: [Br:1][C:2]1[CH:21]=[CH:20][C:5]([O:6][C@@H:7]([CH2:18][CH3:19])[CH:8]([OH:17])[C:9]#[C:10][C:11]2[CH:12]=[N:13][CH:14]=[CH:15][CH:16]=2)=[CH:4][CH:3]=1>C(OCC)(=O)C.[Rh]>[Br:1][C:2]1[CH:3]=[CH:4][C:5]([O:6][C@@H:7]([CH2:18][CH3:19])[C@H:8]([OH:17])[CH2:9][CH2:10][C:11]2[CH:12]=[N:13][CH:14]=[CH:15][CH:16]=2)=[CH:20][CH:21]=1. Procedure: Prepared according to the method described in Example 1d) from (3RS,4S)-4-(4-bromophenoxy)-1-pyridin-3-yl-hex-1-yn-3-ol (3.42 g, Example 87c)) and 5% rhodium on carbon (0.5 g) in ethyl acetate (100 ml). After work up crude material was purified by flash column chromatography over silica eluting with ethyl acetate to give a mixture of diastereomers. The mixture was separated by normal-phase HPLC eluting with 2% propan-2-ol in dichloromethane to give the sub-title compound as the second eluting, m... Reactants: O[C@@H]1[C@@H]2[C@]3(C=CC(C=C3CC[C@H]2[C@@H]2CC[C@](C(CO)=O)([C@]2(C1)C)O)=O)C (11β,17,21-trihydroxy-1,4-pregnadiene-3,20-dione), COCCC(=O)Cl (3-methoxypropionic acid chloride). Yields the product O[C@@H]1[C@@H]2[C@]3(C=CC(C=C3CC[C@H]2[C@@H]2CC[C@](C(COC(CCOC)=O)=O)([C@]2(C1)C)O)=O)C (11β,17-dihydroxy-21-(3-methoxypropionyloxy)-1,4-pregnadiene-3,20-dione). RXN SMILES: [OH:1][C@H:2]1[CH2:22][C@@:21]2([CH3:23])[C@@H:13]([CH2:14][CH2:15][C@:16]2([OH:24])[C:17](=[O:20])[CH2:18][OH:19])[C@H:12]2[C@H:3]1[C@:4]1([CH3:26])[C:9]([CH2:10][CH2:11]2)=[CH:8][C:7](=[O:25])[CH:6]=[CH:5]1.[CH3:27][O:28][CH2:29][CH2:30][C:31](Cl)=[O:32]>>[OH:1][C@H:2]1[CH2:22][C@@:21]2([CH3:23])[C@@H:13]([CH2:14][CH2:15][C@:16]2([OH:24])[C:17](=[O:20])[CH2:18][O:19][C:31](=[O:32])[CH2:30][CH2:29][O:28][CH3:27])[C@H:12]2[C@H:3]1[C@:4]1([CH3:26])[C:9]([CH2:10][CH2:11]2)=[CH:8][C:7](=[O:25])[CH:6]=[CH:5]1. Reported procedure: Under the conditions of Example 3(a), 10.0 g of 11β,17,21-trihydroxy-1,4-pregnadiene-3,20-dione is reacted with 3-methoxypropionic acid chloride, worked up, and purified, thus isolating 7.3 g of 11β,17-dihydroxy-21-(3-methoxypropionyloxy)-1,4-pregnadiene-3,20-dione. Reactants: oxidans, P(O)(O)(O)=O (phosphoric acid), C(=O)NC(O)[C@H](O)[C@@H](O)[C@H](O)[C@H](O)CO (N-formylaminosorbitol), C(=O)NC(O)[C@H](O)[C@@H](O)[C@H](O)[C@H](O)CO (N-formylaminosorbitol). The solvent is O (water). Run at time 22 hour. Product: C(=O)NC[C@@H]([C@H]([C@@H](C(CO)=O)O)O)O (N-formyl-6-amino-6-deoxy-L-sorbose). Reaction SMILES: P(=O)(O)(O)O.[CH:6]([NH:8][CH:9]([C@@H:11]([C@H:13]([C@@H:15]([C@@H:17]([CH2:19][OH:20])[OH:18])[OH:16])[OH:14])[OH:12])O)=[O:7]>O>[CH:6]([NH:8][CH2:9][C@H:11]([OH:12])[C@@H:13]([OH:14])[C@H:15]([OH:16])[C:17](=[O:18])[CH2:19][OH:20])=[O:7]. Procedure details: To a suspension of 40 g of Gluconobacter oxidans spp. suboxidans (DSM 50049) in 1 l of tap water, brought to pH 4.5 with phosphoric acid, are added at 32° C. and 700 rpm with venting of 3 l of air/hour 200 g of N-formylaminosorbitol, followed 4 hours later by a further 200 g of N-formylaminosorbitol. After 22 hours the reaction has ended, the cells are centrifuged off and discarded. The product is isolated as an oil by concentrating in vacuo.